From a dataset of the Open Reaction Database (ORD), a public repository of structured organic reaction records. describe an organic reaction: reactants, conditions, products, and yield Starting materials: FC(C=1C=C(C(=O)N2[C@@H](CN(CC2)CC=2C=NNC2)CC2=CC(=C(C=C2)C)OCOCCOC)C=C(C1)C(F)(F)F)(F)F ((2R)-1-[3,5-bis(trifluoromethyl)benzoyl]-2-[3-[(2-methoxyethoxy)methoxy]-4-methylbenzyl]-4-[(1H-pyrazol-4-yl)methyl]piperazine), BrCCO (2-bromoethanol), C([O-])([O-])=O.[K+].[K+] (potassium carbonate). The reagents and catalysts are [Br-].C(CCC)[N+](CCCC)(CCCC)CCCC (tetrabutyl ammonium bromide). The solvent is CN(C=O)C (N,N-dimethylformamide). Run at temperature 100 celsius, time 2 day. The product is FC(C=1C=C(C(=O)N2[C@@H](CN(CC2)CC=2C=NN(C2)CCO)CC2=CC(=C(C=C2)C)OCOCCOC)C=C(C1)C(F)(F)F)(F)F ((2R)-1-[3,5-bis(trifluoromethyl)-benzoyl]-2-[3-[(2-methoxyethoxy)methoxy]-4-methylbenzyl]-4-[[1-(2-hydroxyethyl)-1H-pyrazol-4-yl]methyl]piperazine). Yield: 68.0%. As a reaction SMILES: [F:1][C:2]([F:43])([F:42])[C:3]1[CH:4]=[C:5]([CH:35]=[C:36]([C:38]([F:41])([F:40])[F:39])[CH:37]=1)[C:6]([N:8]1[CH2:13][CH2:12][N:11]([CH2:14][C:15]2[CH:16]=[N:17][NH:18][CH:19]=2)[CH2:10][C@H:9]1[CH2:20][C:21]1[CH:26]=[CH:25][C:24]([CH3:27])=[C:23]([O:28][CH2:29][O:30][CH2:31][CH2:32][O:33][CH3:34])[CH:22]=1)=[O:7].Br[CH2:45][CH2:46][OH:47].C(=O)([O-])[O-].[K+].[K+]>[Br-].C([N+](CCCC)(CCCC)CCCC)CCC.CN(C)C=O>[F:43][C:2]([F:1])([F:42])[C:3]1[CH:4]=[C:5]([CH:35]=[C:36]([C:38]([F:39])([F:41])[F:40])[CH:37]=1)[C:6]([N:8]1[CH2:13][CH2:12][N:11]([CH2:14][C:15]2[CH:19]=[N:18][N:17]([CH2:45][CH2:46][OH:47])[CH:16]=2)[CH2:10][C@H:9]1[CH2:20][C:21]1[CH:26]=[CH:25][C:24]([CH3:27])=[C:23]([O:28][CH2:29][O:30][CH2:31][CH2:32][O:33][CH3:34])[CH:22]=1)=[O:7] |f:2.3.4,5.6|. Procedure details: A mixture of (2R)-1-[3,5-bis(trifluoromethyl)benzoyl]-2-[3-[(2-methoxyethoxy)methoxy]-4-methylbenzyl]-4-[(1H-pyrazol-4-yl)methyl]piperazine (254 mg), 2-bromoethanol (259 mg), potassium carbonate (228 mg) and tetrabutyl ammonium bromide (13 mg) in N,N-dimethylformamide (2.5 ml) was stirred at 100° C. for 2 days. After cooling, the mixture was evaporated in vacuo and water and ethyl acetate were added to the residue. The organic layer was separated, washed with brine, dried over magnesium sulfate ...